This data is from the Open Reaction Database (ORD), a public repository of structured organic reaction records. The task is: describe an organic reaction: reactants, conditions, products, and yield Starting materials: O=C1C(CN2CCCC1C2)C(=O)OCC (ethyl 4-oxo-1-azabicyclo[3.3.1]non-3-yl carboxylate), [BH4-].[Na+] (sodium borohydride). The solvent is C(C)O (ethanol). Conditions: time 8 hour. Yields the product OC1C(CN2CCCC1C2)C(=O)OCC ((±) Ethyl 4-hydroxy-1-azabicyclo[3.3.1]non-3-yl carboxylate). As a reaction SMILES: [O:1]=[C:2]1[CH:9]2[CH2:10][N:5]([CH2:6][CH2:7][CH2:8]2)[CH2:4][CH:3]1[C:11]([O:13][CH2:14][CH3:15])=[O:12].[BH4-].[Na+]>C(O)C>[OH:1][CH:2]1[CH:9]2[CH2:10][N:5]([CH2:6][CH2:7][CH2:8]2)[CH2:4][CH:3]1[C:11]([O:13][CH2:14][CH3:15])=[O:12] |f:1.2|. Procedure: A solution of ethyl 4-oxo-1-azabicyclo[3.3.1]non-3-yl carboxylate* (22 g, 0.104 moles) in ethanol (200 ml) was cooled in an ice bath to 5° C. and treated portionwise with sodium borohydride (4.0 g). The reaction was then allowed to warm to room temperature and stirred overnight. The solvent was then removed in vacuo, the residue partitioned between dichloromethane (200 ml) and water (75 ml) and the organic layer separated and dried (Na2SO4). Filtration and removal of the solvent afforded the req...